From a dataset of the Open Reaction Database (ORD), a public repository of structured organic reaction records. describe an organic reaction: reactants, conditions, products, and yield Reaction SMILES: C(OC(=O)[NH:10][C:11]1[CH:12]=[C:13]2[C:17](=[CH:18][CH:19]=1)[CH2:16][C:15]1([C:23](=[O:24])[NH:22][C:21]([C:25]3[CH:30]=[CH:29][CH:28]=[CH:27][CH:26]=3)=[N:20]1)[CH2:14]2)C1C=CC=CC=1>CO.[Pd]>[NH2:10][C:11]1[CH:12]=[C:13]2[C:17](=[CH:18][CH:19]=1)[CH2:16][C:15]1([C:23](=[O:24])[NH:22][C:21]([C:25]3[CH:26]=[CH:27][CH:28]=[CH:29][CH:30]=3)=[N:20]1)[CH2:14]2. The reagents and catalysts are [Pd] (palladium on carbon). Yields the product NC=1C=C2CC3(CC2=CC1)N=C(NC3=O)C3=CC=CC=C3 ((±)-5′-Amino-2-phenyl-1′,3′-dihydrospiro[imidazole-4,2′-inden]-5(1H)-one). Reactants: C(C1=CC=CC=C1)OC(NC=1C=C2CC3(CC2=CC1)N=C(NC3=O)C3=CC=CC=C3)=O ((±)-Benzyl(5-oxo-2-phenyl-1,1′,3′,5-tetrahydrospiro[imidazole-4,2′-inden]-5′-yl)carbamate). Reported procedure: To a solution of (±)-benzyl (5-oxo-2-phenyl-1,1′,3′,5-tetrahydrospiro[imidazole-4,2′-inden]-5′-yl)carbamate from Step A (568 mg, 1.94 mmol) in degassed MeOH (2 mL) was added 10% palladium on carbon (5 mg). The suspension was placed under a hydrogen balloon for 3 h, then filtered through a pad of Celite, concentrated, and dried under high vacuum to give the title compound. MS: m/z=278 (M+1). Run in CO (MeOH). Reactants: [BH4-].[Na+] (sodium borohydride), ice, C(C)(=O)C1=CC=C(C=C1)[C@@H](C)NS(=O)(=O)C (N-[(1R)-1-(4-acetylphenyl)ethyl]methanesulfonamide). Solvent: CCO (EtOH). Yields the product OC(C)C1=CC=C(C=C1)[C@@H](C)NS(=O)(=O)C (N-[(1R)-1-[4-(1-Hydroxyethyl)phenyl]ethyl]methanesulfonamide). As a reaction SMILES: [C:1]([C:4]1[CH:9]=[CH:8][C:7]([C@H:10]([NH:12][S:13]([CH3:16])(=[O:15])=[O:14])[CH3:11])=[CH:6][CH:5]=1)(=[O:3])[CH3:2].[BH4-].[Na+]>CCO>[OH:3][CH:1]([C:4]1[CH:5]=[CH:6][C:7]([C@H:10]([NH:12][S:13]([CH3:16])(=[O:15])=[O:14])[CH3:11])=[CH:8][CH:9]=1)[CH3:2] |f:1.2|. Procedure details: Dissolve N-[(1R)-1-(4-acetylphenyl)ethyl]methanesulfonamide (15 g, 62 mmol) in EtOH (155.4 mL) and cool with an ice bath. Add sodium borohydride (1.2 g, 31.1 mmol) and stir the resulting mixture in the ice bath for 2 h. Quench the reaction with H2O (20 mL) and concentrate under reduced pressure. Dilute the residue with EtOAc (90 mL) and H2O (50 mL). Separate the layers and wash the organic layer with brine (2×50 mL), dry over MgSO4; filter; and concentrate the filtrate under reduced pressure to ...